This data is from the Open Reaction Database (ORD), a public repository of structured organic reaction records. The task is: describe an organic reaction: reactants, conditions, products, and yield Starting materials: C1(CC(CCC1)=O)=O (1,3-cyclohexane dione), C(C)(C)(C)OC(N(C)C)N(C)C (tert-butoxybis(dimethylamino)methane), Cl.Cl.NN (hydrazine dihydrochloride). The solvent is C(=O)O (formic acid). Yields the product N=1NC=C2C(CCCC12)=O (2,5,6,7-Tetrahydro-indazol-4-one). Yield: 83.5%. As a reaction SMILES: [C:1]1(=O)[CH2:6][CH2:5][CH2:4][C:3](=[O:7])[CH2:2]1.C(OC([N:18]([CH3:20])C)N(C)C)(C)(C)C.Cl.Cl.[NH2:23]N>C(O)=O>[N:23]1[NH:18][CH:20]=[C:2]2[C:1]=1[CH2:6][CH2:5][CH2:4][C:3]2=[O:7] |f:2.3.4|. Procedure: To 1,3-cyclohexane dione (22.4 g, 0.19 mol), add tert-butoxybis(dimethylamino)methane (23.1 g, 0.19 mol). Stir the reaction at room temperature for 5 minutes. Add hydrazine dihydrochloride (20.55 g, 0.19 mol) to the reaction and stir at room temperature for 1 hour. Add formic acid (50 mL) to the mixture. Bring the reaction to 100° C. and stirred for 2 hours. Cool the reaction and extract with 3:1 chloroform:IPA (10×60 mL each). Combine the organics and dry over sodium sulfate. After filtration a...